This data is from the Open Reaction Database (ORD), a public repository of structured organic reaction records. The task is: describe an organic reaction: reactants, conditions, products, and yield Reactants: N[C@@H]1CC2=C(N=C(S2)NC(C2=CC(=CC=C2)CN2N=CC(=C2)C2=CC=C(C=C2)C#N)=O)CC1 (N—((S)-6-amino-4,5,6,7-tetrahydro-benzothiazol-2-yl)-3-[4-(4-cyano-phenyl)-pyrazol-1-ylmethyl]-benzamide), FC(CC=O)(F)F (3,3,3-trifluoropropionaldehyde), C(#N)[BH3-].[Na+] (sodium cyanoborohydride), CO.C(Cl)Cl (MeOH CH2Cl2). Run in C(C)(=O)O (acetic acid). Reaction conditions: time 8 hour. The product is FC(CCN([C@@H]1CC2=C(N=C(S2)NC(C2=CC(=CC=C2)CN2N=CC(=C2)C2=CC=C(C=C2)C#N)=O)CC1)CCC(F)(F)F)(F)F (N-{(S)-6-[bis-(3,3,3-trifluoro-propyl)-amino]-4,5,6,7-tetrahydro-benzothiazol-2-yl}-3-[4-(4-cyano-phenyl)-pyrazol-1-ylmethyl]-benzamide), C(#N)C1=CC=C(C=C1)C=1C=NN(C1)CC=1C=C(C(=O)NC=2SC3=C(N2)CC[C@@H](C3)NCCC(F)(F)F)C=CC1 (3-[4-(4-cyano-phenyl)-pyrazol-1-ylmethyl]-N—[(S)-6-(3,3,3-trifluoro-propylamino)-4,5,6,7-tetrahydro-benzothiazol-2-yl]-benzamide). Yield: 55.0%. As a reaction SMILES: [NH2:1][C@H:2]1[CH2:33][CH2:32][C:5]2[N:6]=[C:7]([NH:9][C:10](=[O:31])[C:11]3[CH:16]=[CH:15][CH:14]=[C:13]([CH2:17][N:18]4[CH:22]=[C:21]([C:23]5[CH:28]=[CH:27][C:26]([C:29]#[N:30])=[CH:25][CH:24]=5)[CH:20]=[N:19]4)[CH:12]=3)[S:8][C:4]=2[CH2:3]1.[F:34][C:35]([F:40])([F:39])[CH2:36][CH:37]=O.[C:41]([BH3-])#[N:42].[Na+].CO.C(Cl)Cl>C(O)(=O)C>[F:34][C:35]([F:40])([F:39])[CH2:36][CH2:37][N:42]([CH2:41][CH2:36][C:35]([F:40])([F:39])[F:34])[C@H:2]1[CH2:33][CH2:32][C:5]2[N:6]=[C:7]([NH:9][C:10](=[O:31])[C:11]3[CH:16]=[CH:15][CH:14]=[C:13]([CH2:17][N:18]4[CH:22]=[C:21]([C:23]5[CH:28]=[CH:27][C:26]([C:29]#[N:30])=[CH:25][CH:24]=5)[CH:20]=[N:19]4)[CH:12]=3)[S:8][C:4]=2[CH2:3]1.[C:29]([C:26]1[CH:25]=[CH:24][C:23]([C:21]2[CH:20]=[N:19][N:18]([CH2:17][C:13]3[CH:12]=[C:11]([CH:16]=[CH:15][CH:14]=3)[C:10]([NH:9][C:7]3[S:8][C:4]4[CH2:3][C@@H:2]([NH:1][CH2:37][CH2:36][C:35]([F:40])([F:39])[F:34])[CH2:33][CH2:32][C:5]=4[N:6]=3)=[O:31])[CH:22]=2)=[CH:28][CH:27]=1)#[N:30] |f:2.3,4.5|. Reported procedure: Dissolve N—((S)-6-amino-4,5,6,7-tetrahydro-benzothiazol-2-yl)-3-[4-(4-cyano-phenyl)-pyrazol-1-ylmethyl]-benzamide (0.22 g, 0.48 mmol) and 3,3,3-trifluoropropionaldehyde (0.22 g, 1.94 mmol) and sodium cyanoborohydride (0.12 g, 1.94 mmol) into 5 mL 20% MeOH/CH2Cl2. Add 250 microL of acetic acid and stir overnight at room temperature. Concentrate the mixture and add aq. Na2CO3. Extract 4 times with EtOAc, washed 2 times with aq. Na2CO3 and once with H2O. Dry the organic phase and concentrate to giv...